From a dataset of the Open Reaction Database (ORD), a public repository of structured organic reaction records. describe an organic reaction: reactants, conditions, products, and yield Reactants: C1(CC1)NC([C@H]([C@H](CC)NC(OC(C)(C)C)=O)O)=O (tert-butyl (2S,3S)-1-(cyclopropylamino)-2-hydroxy-1-oxopentan-3-ylcarbamate), Cl (HCl). The solvent is O1CCOCC1 (dioxane). Run at time 4 hour. Yields the product Cl.Cl.N[C@H]([C@@H](C(=O)NC1CC1)O)CC ((2S,3S)-3-amino-N-cyclopropyl-2-hydroxypentanamide dihydrochloride). As a reaction SMILES: [CH:1]1([NH:4][C:5](=[O:19])[C@@H:6]([OH:18])[C@@H:7]([NH:10]C(=O)OC(C)(C)C)[CH2:8][CH3:9])[CH2:3][CH2:2]1.[ClH:20]>O1CCOCC1>[ClH:20].[ClH:20].[NH2:10][C@@H:7]([CH2:8][CH3:9])[C@H:6]([OH:18])[C:5]([NH:4][CH:1]1[CH2:2][CH2:3]1)=[O:19] |f:3.4.5|. Reported procedure: Under an atmosphere of argon, tert-butyl (2S,3S)-1-(cyclopropylamino)-2-hydroxy-1-oxopentan-3-ylcarbamate (540 mg, 1.98 mmol) and HCl 4N in dioxane (10.4 ml) were combined to give a light brown solution. The reaction was stirred for 4 h at RT. The solvent was evaporated. The residual solvent was removed under vacuum. The title compound was obtained as a brown solid (480 mg, quant., MS (m/e)=173.2 [M+H+]. Reactants: ClCCl, C#C[Si](C)(C)C, CCCC[N+](CCCC)(CCCC)CCCC, CO, CCN(C(C)C)C(C)C, I[Cu]I, [F-], O=C(NOCCO)c1cc(CN2OCCC2=O)c(F)c(F)c1Nc1ccc(I)cc1F. The product is C#Cc1ccc(Nc2c(C(=O)NOCCO)cc(CN3OCCC3=O)c(F)c2F)c(F)c1. RXN SMILES: [CH2:67]([Cl:68])[Cl:69].[CH3:41][Si:42]([C:43]#[CH:44])([CH3:45])[CH3:46].[CH3:48][CH2:49][CH2:50][CH2:51][N+:52]([CH2:53][CH2:54][CH2:55][CH3:56])([CH2:57][CH2:58][CH2:59][CH3:60])[CH2:61][CH2:62][CH2:63][CH3:64].[CH3:65][OH:66].[CH:32]([CH3:33])([N:34]([CH2:35][CH3:36])[CH:37]([CH3:38])[CH3:39])[CH3:40].[Cu:70]([I:71])[I:72].[F-:47].[F:1][c:2]1[c:3]([NH:23][c:24]2[c:25]([F:31])[cH:26][c:27]([I:30])[cH:28][cH:29]2)[c:4]([C:5](=[O:6])[NH:7][O:8][CH2:9][CH2:10][OH:11])[cH:12][c:13]([CH2:16][N:17]2[O:18][CH2:19][CH2:20][C:21]2=[O:22])[c:14]1[F:15]>>[F:1][c:2]1[c:3]([NH:23][c:24]2[c:25]([F:31])[cH:26][c:27]([C:32]#[CH:33])[cH:28][cH:29]2)[c:4]([C:5](=[O:6])[NH:7][O:8][CH2:9][CH2:10][OH:11])[cH:12][c:13]([CH2:16][N:17]2[O:18][CH2:19][CH2:20][C:21]2=[O:22])[c:14]1[F:15]. Conditions: time 1 hour. RXN SMILES: [H-].[Al+3].[Li+].[H-].[H-].[H-].C([O:9][C:10]([CH2:12][C:13]1[CH2:14][CH2:15][N:16]([C:19]([O:21][C:22]([CH3:25])([CH3:24])[CH3:23])=[O:20])[CH2:17][CH:18]=1)=O)C.C(OCC)(=O)C.O>C(OCC)C.O1CCCC1>[OH:9][CH2:10][CH2:12][C:13]1[CH2:18][CH2:17][N:16]([C:19]([O:21][C:22]([CH3:25])([CH3:24])[CH3:23])=[O:20])[CH2:15][CH:14]=1 |f:0.1.2.3.4.5|. Yields the product OCCC=1CCN(CC1)C(=O)OC(C)(C)C (tert-butyl 4-(2-hydroxyethyl)-3,6-dihydro-2H-pyridine-1-carboxylate). Solvent: O1CCCC1 (tetrahydrofuran), C(C)OCC (diethyl ether). Procedure details: To a suspension of 0.66 g (17.5 mM) of lithium aluminum hydride in 100 ml of diethyl ether was added a solution of 4.719 g (17.521 mM) of tert-butyl 4-(ethoxycarbonylmethyl)-3,6-dihydro-2H-pyridine-1-carboxylate in 50 ml of tetrahydrofuran dropwise under ice-cooling and the mixture was stirred at room temperature for 1 hour. To this reaction mixture was added ethyl acetate with ice-cooling to decompose the excess lithium aluminum hydride. Then, water was added until a white precipitate had forme... Reactants: C(C)OC(=O)CC=1CCN(CC1)C(=O)OC(C)(C)C (tert-butyl 4-(ethoxycarbonylmethyl)-3,6-dihydro-2H-pyridine-1-carboxylate), [H-].[Al+3].[Li+].[H-].[H-].[H-] (lithium aluminum hydride), [H-].[Al+3].[Li+].[H-].[H-].[H-] (lithium aluminum hydride), O (water), C(C)(=O)OCC (ethyl acetate). Reactants: N1(CCC1)CC=1C=C(C(=NC1)NC=1C=NC(=CC1)OC)C1=NC(=NC(=N1)C)N(CC1=CC=C(C=C1)OC)CC1=CC=C(C=C1)OC (4-(5-(azetidin-1-ylmethyl)-2-(6-methoxypyridin-3-ylamino)pyridin-3-yl)-N,N-bis(4-methoxybenzyl)-6-methyl-1,3,5-triazin-2-amine), FC(S(=O)(=O)O)(F)F (trifluoromethanesulfonic acid). Solvent: C(=O)(C(F)(F)F)O (TFA). Reaction conditions: temperature 80 celsius, time 1 hour. Product: N1(CCC1)CC=1C=C(C(=NC1)NC=1C=NC(=CC1)OC)C1=NC(=NC(=N1)C)N (4-(5-(azetidin-1-ylmethyl)-2-(6-methoxypyridin-3-ylamino)pyridin-3-yl)-6-methyl-1,3,5-triazin-2-amine). Isolated yield 12.0%. RXN SMILES: [N:1]1([CH2:5][C:6]2[CH:7]=[C:8]([C:21]3[N:26]=[C:25]([CH3:27])[N:24]=[C:23]([N:28](CC4C=CC(OC)=CC=4)CC4C=CC(OC)=CC=4)[N:22]=3)[C:9]([NH:12][C:13]3[CH:14]=[N:15][C:16]([O:19][CH3:20])=[CH:17][CH:18]=3)=[N:10][CH:11]=2)[CH2:4][CH2:3][CH2:2]1.FC(F)(F)S(O)(=O)=O>C(O)(C(F)(F)F)=O>[N:1]1([CH2:5][C:6]2[CH:7]=[C:8]([C:21]3[N:26]=[C:25]([CH3:27])[N:24]=[C:23]([NH2:28])[N:22]=3)[C:9]([NH:12][C:13]3[CH:14]=[N:15][C:16]([O:19][CH3:20])=[CH:17][CH:18]=3)=[N:10][CH:11]=2)[CH2:4][CH2:3][CH2:2]1. Procedure details: A solution of 4-(5-(azetidin-1-ylmethyl)-2-(6-methoxypyridin-3-ylamino)pyridin-3-yl)-N,N-bis(4-methoxybenzyl)-6-methyl-1,3,5-triazin-2-amine (150 mg, 0.242 mmol) in TFA (2424 μL) was treated with trifluoromethanesulfonic acid (63.5 μL, 0.727 mmol) and stirred at 80° C. for 1 h. The reaction mixture was concentrated and diluted with 100 mL of DCM, added to a separatory funnel, partitioned with sodium bicarbonate (saturated, aqueous), washed 2 times with 75 mL of sodium bicarbonate (saturated, aqu...